From a dataset of the Open Reaction Database (ORD), a public repository of structured organic reaction records. describe an organic reaction: reactants, conditions, products, and yield Reactants: C1(=CC=CC=C1)P(C1=CC=CC=C1)C1=CC=CC=C1 (triphenylphosphine), OCC1=C(C(=CS1)C#N)C (5-hydroxymethyl-4-methylthiophene-3-carbonitrile), BrC(Br)(Br)Br (tetrabromomethane). Solvent: O1CCCC1 (tetrahydrofuran), O1CCCC1 (tetrahydrofuran). Reaction conditions: time 8 hour. The product is BrCC1=C(C(=CS1)C#N)C (5-Bromomethyl-4-methylthiophene-3-carbonitrile). Reaction SMILES: C1(P(C2C=CC=CC=2)C2C=CC=CC=2)C=CC=CC=1.O[CH2:21][C:22]1[S:26][CH:25]=[C:24]([C:27]#[N:28])[C:23]=1[CH3:29].[Br:30]C(Br)(Br)Br>O1CCCC1>[Br:30][CH2:21][C:22]1[S:26][CH:25]=[C:24]([C:27]#[N:28])[C:23]=1[CH3:29]. Procedure details: 30 g (115 mmol) of triphenylphosphine were added at 5° C. to a solution of 16 g (104 mmol) of 5-hydroxymethyl-4-methylthiophene-3-carbonitrile in 300 ml of tetrahydrofuran. Then, a solution of 38 g (115 mmol) of tetrabromomethane in 100 ml of tetrahydrofuran was added. The mixture was stirred overnight at room temperature. The reaction mixture was concentrated on a rotary evaporator under a water pump vacuum and the residue was purified by column chromatography (eluant petroleum ether:dichlorome... Procedure details: To a solution of 1,1-dimethylethyl 1-[2-(butyloxy)-2-oxoethyl]-6-(5-{3-chloro-4-[(1-methylethyl)oxy]phenyl}-1,2,4-oxadiazol-3-yl)-5-methyl-3,4-dihydro-2(1H)-isoquinolinecarboxylate (Preparation 20; 92 mg, 0.154 mmol) in ethanol (3 ml) was added sodium hydroxide (0.154 ml, 0.308 mmol) and the resulting mixture was stirred at room temperature for ca 3.5 h. Most of the solvent was removed and the residue partitioned between ether and water (with dropwise addition of 2N sodium hydroxide to keep the ... Yields the product ClC=1C=C(C=CC1OC(C)C)C1=NC(=NO1)C=1C(=C2CCN(C(C2=CC1)CC(=O)O)C(=O)OC(C)(C)C)C ((6-(5-{3-Chloro-4-[(1-methylethyl)oxy]phenyl}-1,2,4-oxadiazol-3-yl)-2-{[(1,1-dimethylethyl)oxy]carbonyl}-5-methyl-1,2,3,4-tetrahydro-1-isoquinolinyl)acetic acid). Starting materials: C(CCC)OC(CC1N(CCC2=C(C(=CC=C12)C1=NOC(=N1)C1=CC(=C(C=C1)OC(C)C)Cl)C)C(=O)OC(C)(C)C)=O (1,1-dimethylethyl 1-[2-(butyloxy)-2-oxoethyl]-6-(5-{3-chloro-4-[(1-methylethyl)oxy]phenyl}-1,2,4-oxadiazol-3-yl)-5-methyl-3,4-dihydro-2(1H)-isoquinolinecarboxylate), [OH-].[Na+] (sodium hydroxide). RXN SMILES: C([O:5][C:6](=[O:42])[CH2:7][CH:8]1[C:17]2[C:12](=[C:13]([CH3:34])[C:14]([C:18]3[N:22]=[C:21]([C:23]4[CH:28]=[CH:27][C:26]([O:29][CH:30]([CH3:32])[CH3:31])=[C:25]([Cl:33])[CH:24]=4)[O:20][N:19]=3)=[CH:15][CH:16]=2)[CH2:11][CH2:10][N:9]1[C:35]([O:37][C:38]([CH3:41])([CH3:40])[CH3:39])=[O:36])CCC.[OH-].[Na+]>C(O)C>[Cl:33][C:25]1[CH:24]=[C:23]([C:21]2[O:20][N:19]=[C:18]([C:14]3[C:13]([CH3:34])=[C:12]4[C:17](=[CH:16][CH:15]=3)[CH:8]([CH2:7][C:6]([OH:42])=[O:5])[N:9]([C:35]([O:37][C:38]([CH3:39])([CH3:41])[CH3:40])=[O:36])[CH2:10][CH2:11]4)[N:22]=2)[CH:28]=[CH:27][C:26]=1[O:29][CH:30]([CH3:32])[CH3:31] |f:1.2|. Run in C(C)O (ethanol). Yield: 89.9%. Yields the product ClC1=C(C=CC(=C1)OC)C1=C(C=C(C(=C1)Cl)Cl)Cl (2,2′,4′,5′-Tetrachloro-4-methoxybiphenyl). RXN SMILES: N(OCCC(C)C)=O.[Cl:9][C:10]1[CH:11]=[C:12]([O:16][CH3:17])[CH:13]=[CH:14][CH:15]=1.[Cl:18][C:19]1[CH:25]=[C:24]([Cl:26])[C:23]([Cl:27])=[CH:22][C:20]=1N>>[Cl:9][C:10]1[CH:11]=[C:12]([O:16][CH3:17])[CH:13]=[CH:14][C:15]=1[C:20]1[CH:22]=[C:23]([Cl:27])[C:24]([Cl:26])=[CH:25][C:19]=1[Cl:18]. Procedure: Isoamyl nitrite (18.8 mL, 0.140 mol) was added portionwise over the course of 1 hour to a mixture of 3-chloroanisole (100 g, 0.70 mol) and 2,4,5-trichloroaniline (13.75 g, 0.070 mol) at 120° C. under nitrogen and the reaction was allowed to stir an additional 18 hours, and then distilled (0.2 mmHg, 160-185° C.) to yield 14.07 g (62%). A 300 mg portion of the distillate was further purified via flash chromatography (silica gel, hexane eluent). Fraction 1 (32.2 mg, Rf=0.33; GC RT=14.44 minutes) wa... Reactants: N(=O)OCCC(C)C (Isoamyl nitrite), ClC=1C=C(C=CC1)OC (3-chloroanisole), ClC1=C(N)C=C(C(=C1)Cl)Cl (2,4,5-trichloroaniline). Run at time 18 hour. The reactants are COC[C@@H](OC=1C=C(C=C(C1)OC1=CC=C(C=C1)S(=O)(=O)C)C1=CC=C(N1)C(=O)NCCSC(C1=CC=CC=C1)(C1=CC=CC=C1)C1=CC=CC=C1)C (5-{3-[(1S)-2-Methoxy-1-methylethoxy]-5-[4-(methylsulfonyl)phenoxy]phenyl}-N-[2-(tritylthio)ethyl]-1H-pyrrole-2-carboxamide), FC(S(=O)(=O)OS(=O)(=O)C(F)(F)F)(F)F (trifluoromethanesulfonic anhydride), C1(=CC=CC=C1)P(C1=CC=CC=C1)(C1=CC=CC=C1)=O (Triphenylphosphine oxide). The solvent is ClCCl (dichloromethane), ClCCl (dichloromethane). Run at time 10 minute. Yields the product COC[C@@H](OC=1C=C(C=C(C1)OC1=CC=C(C=C1)S(=O)(=O)C)C1=CC=C(N1)C=1SCCN1)C (2-(5-{3-[(1S)-2-Methoxy-1-methylethoxy]-5-[4-(methylsulfonyl)phenoxy]phenyl}-1H-pyrrol-2-yl)-4,5-dihydro-1,3-thiazole). Isolated yield 90.0%. RXN SMILES: C1(P(=O)(C2C=CC=CC=2)C2C=CC=CC=2)C=CC=CC=1.FC(F)(F)S(OS(C(F)(F)F)(=O)=O)(=O)=O.[CH3:36][O:37][CH2:38][C@H:39]([CH3:88])[O:40][C:41]1[CH:42]=[C:43]([C:58]2[NH:62][C:61]([C:63]([NH:65][CH2:66][CH2:67][S:68]C(C3C=CC=CC=3)(C3C=CC=CC=3)C3C=CC=CC=3)=O)=[CH:60][CH:59]=2)[CH:44]=[C:45]([O:47][C:48]2[CH:53]=[CH:52][C:51]([S:54]([CH3:57])(=[O:56])=[O:55])=[CH:50][CH:49]=2)[CH:46]=1>ClCCl>[CH3:36][O:37][CH2:38][C@H:39]([CH3:88])[O:40][C:41]1[CH:42]=[C:43]([C:58]2[NH:62][C:61]([C:63]3[S:68][CH2:67][CH2:66][N:65]=3)=[CH:60][CH:59]=2)[CH:44]=[C:45]([O:47][C:48]2[CH:53]=[CH:52][C:51]([S:54]([CH3:57])(=[O:56])=[O:55])=[CH:50][CH:49]=2)[CH:46]=1. Procedure details: Triphenylphosphine oxide (2.41 g, 8.7 mmol) was dissolved in dichloromethane (20 mL), and trifluoromethanesulfonic anhydride (0.73 mL, 4.3 mmol) was added dropwise slowly at 0° C. After stirring for 10 minutes, a dichloromethane (15 mL) solution of 5-{3-[(1S)-2-methoxy-1-methylethoxy]-5-[4-(methylsulfonyl)phenoxy]phenyl}-N[2-(tritylthio)ethyl]-1H-pyrrole-2-carboxamide synthesized in Example (25b) was added. After reaction solution was stirred at room temperature for 30 minutes, the solvent was d... Reactants: COC1=C(C=C2C(=N1)C(=CN2CCN2CCOCC2)C2=CC=1C(=NC=CC1)N2S(=O)(=O)C2=CC=C(C=C2)C)OC (5,6-Dimethoxy-1-(2-morpholin-4-yl-ethyl)-3-[1-(toluene-4-sulfonyl)-1H-pyrrolo[2,3-b]pyridin-2-yl]-1H-pyrrolo[3,2-b]pyridine), CO (MeOH). The solvent is [OH-].[K+] (KOH). Reaction conditions: temperature 55 celsius. The product is COC1=C(C=C2C(=N1)C(=CN2CCN2CCOCC2)C2=CC=1C(=NC=CC1)N2)OC (5,6-Dimethoxy-1-(2-morpholin-4-ylethyl)-3-(1H-pyrrolo[2,3-b]pyridin-2-yl)-1H-pyrrolo[3,2-b]pyridine). Isolated yield 56.5%. As a reaction SMILES: [CH3:1][O:2][C:3]1[N:8]=[C:7]2[C:9]([C:20]3[N:28](S(C4C=CC(C)=CC=4)(=O)=O)[C:23]4=[N:24][CH:25]=[CH:26][CH:27]=[C:22]4[CH:21]=3)=[CH:10][N:11]([CH2:12][CH2:13][N:14]3[CH2:19][CH2:18][O:17][CH2:16][CH2:15]3)[C:6]2=[CH:5][C:4]=1[O:39][CH3:40].CO>[OH-].[K+]>[CH3:1][O:2][C:3]1[N:8]=[C:7]2[C:9]([C:20]3[NH:28][C:23]4=[N:24][CH:25]=[CH:26][CH:27]=[C:22]4[CH:21]=3)=[CH:10][N:11]([CH2:12][CH2:13][N:14]3[CH2:19][CH2:18][O:17][CH2:16][CH2:15]3)[C:6]2=[CH:5][C:4]=1[O:39][CH3:40] |f:2.3|. Procedure details: Bring bisazaindole 19 (48 mg, 0.0856 mmol) to reflux in KOH at 3%/MeOH for 8 h, then continue heating at 55° C. for 16 h. The reaction medium is then concentrated under vacuum, the residue is diluted with EtOAc, washed with saturated NaHCO3, dried (MgSO4), and concentrated until a residual oil is obtained. The latter is submitted to flash chromatography to give 20 (19.7 mg, 56.6%) as a white solid: 1H NMR (CDCl3) δ 10.77 (s broad, 1H), 8.20 (d, 1H, J=4.5 Hz), 7.82 (d, 1H, J=7.5 Hz), 7.57 (s, 1H)... The reactants are [Si](C)(C)(C(C)(C)C)OCC1=C(C=CC(=C1)C(F)(F)F)C1(CCCCC1)O (1-(2-((tert-butyldimethylsilyloxy)methyl)-4-(trifluoromethyl)phenyl)cyclohexanol), [H-].[Na+] (sodium hydride), IC (iodomethane), IC (iodomethane). Run in O1CCCC1 (tetrahydrofuran). Reaction conditions: temperature 0 celsius, time 30 minute. Yields the product COC1(CCCCC1)C1=C(CO[Si](C)(C)C(C)(C)C)C=C(C=C1)C(F)(F)F ((2-(1-methoxycyclohexyl)-5-(trifluoromethyl)benzyloxy)(tert-butyl)dimethylsilane). Isolated yield 56.3%. RXN SMILES: [Si:1]([O:8][CH2:9][C:10]1[CH:15]=[C:14]([C:16]([F:19])([F:18])[F:17])[CH:13]=[CH:12][C:11]=1[C:20]1([OH:26])[CH2:25][CH2:24][CH2:23][CH2:22][CH2:21]1)([C:4]([CH3:7])([CH3:6])[CH3:5])([CH3:3])[CH3:2].[H-].[Na+].I[CH3:30]>O1CCCC1>[CH3:30][O:26][C:20]1([C:11]2[CH:12]=[CH:13][C:14]([C:16]([F:17])([F:18])[F:19])=[CH:15][C:10]=2[CH2:9][O:8][Si:1]([C:4]([CH3:7])([CH3:6])[CH3:5])([CH3:3])[CH3:2])[CH2:21][CH2:22][CH2:23][CH2:24][CH2:25]1 |f:1.2|. Reported procedure: To a solution of 1-(2-((tert-butyldimethylsilyloxy)methyl)-4-(trifluoromethyl)phenyl)cyclohexanol (108 mg; 0.278 mmol) in tetrahydrofuran (2 mL) at 0° C. was added sodium hydride (22 mg; 0.55 mmol). The reaction was stirred at 0° C. for 30 minutes. Then iodomethane (50 uL; 0.80 mmol) was added. The reaction was stirred at 0° C. for 30 minutes and then at room temperature for 16 hours. More iodomethane (20 uL; 0.32 mmol) was added and stirred for 4 hours. The reaction was quenched with water and ... The reactants are C(C(=O)O)(=O)O (oxalic acid), CN1CC=C(CC1)C(N)=NO (1-methyl-1,2,5,6-tetrahydropyridin-4-carboxamide oxime), C(CC)(=O)OC(CC)=O (propionic anhydride). The solvent is C(C)O (ethanol), C(C)O (ethanol). Yields the product C(C(=O)[O-])(=O)[O-].C[NH+]1CC=C(CC1)C1=NOC(=N1)CC.C[NH+]1CC=C(CC1)C1=NOC(=N1)CC (1-Methyl-4-(5-ethyl-1,2,4-oxadiazol-3-yl)-1,2,5,6-tetrahydropyridinium oxalate). RXN SMILES: [CH3:1][N:2]1[CH2:7][CH2:6][C:5]([C:8](=[N:10][OH:11])[NH2:9])=[CH:4][CH2:3]1.[C:12](O[C:17](=[O:20])[CH2:18][CH3:19])(=O)[CH2:13][CH3:14].[C:21]([OH:26])(=[O:25])[C:22]([OH:24])=[O:23]>C(O)C>[C:21]([O-:26])(=[O:25])[C:22]([O-:24])=[O:23].[CH3:1][NH+:2]1[CH2:7][CH2:6][C:5]([C:8]2[N:9]=[C:12]([CH2:13][CH3:14])[O:11][N:10]=2)=[CH:4][CH2:3]1.[CH3:1][NH+:2]1[CH2:7][CH2:6][C:5]([C:8]2[N:10]=[C:17]([CH2:18][CH3:19])[O:20][N:9]=2)=[CH:4][CH2:3]1 |f:4.5.6|. Reported procedure: A solution of 1-methyl-1,2,5,6-tetrahydropyridin-4-carboxamide oxime (200 mg; 1.0 mmol) in propionic anhydride (5 ml; 39 mmol) was stirred at 80° C. for 20 hours. After evaporation in vacuo, the residue was dissolved in aqueous sodium hydroxide (4N) (5 ml) and extracted with ether (4×25 ml). The combined ether phases were dried (MgSO4), filtered, and evaporated in vacuo. To a solution of the residue in ethanol (5 ml) a solution of oxalic acid (90 mg; 1.0 mmol) in ethanol (5 ml) was added. Crysta...